From a dataset of the Open Reaction Database (ORD), a public repository of structured organic reaction records. describe an organic reaction: reactants, conditions, products, and yield Starting materials: oil, C1(=CC=C(C=C1)S(=O)(=O)O)C (p-toluene-sulfonic acid), C1(=CC=CC=C1)C (toluene), C1(=CC=CC=C1)C.O (toluene water). The product is C1(=CC=CC=C1)C1=C2CC(CC2=CC=C1)O (4-Phenyl-2-Indanol). RXN SMILES: [C:1]1([CH3:11])[CH:6]=[CH:5][C:4](S(O)(=O)=O)=[CH:3][CH:2]=1.[C:12]1([CH3:18])[CH:17]=[CH:16][CH:15]=[CH:14][CH:13]=1.[OH2:19].[C:20]1(C)C=CC=CC=1>>[C:1]1([C:11]2[CH:13]=[CH:14][CH:15]=[C:16]3[C:17]=2[CH2:12][CH:18]([OH:19])[CH2:20]3)[CH:6]=[CH:5][CH:4]=[CH:3][CH:2]=1 |f:1.2|. Procedure: A solution of the 79.6 g of oil and 0.1 g of p-toluene-sulfonic acid in 350 ml of toluene was heated at reflux for 15-20 minutes during which a toluene/water azeotrope collected in a Dean-Stark trap. The mixture was cooled, placed on a silica gel chromatography column, and eluted first with toluene, then with 1:1 toluene/ethyl acetate. Appropriate fractions were combined and concentrated to give, after crystallization from toluene, 44.5 g of 4-phenyl-2-indanol, mp 71°-73° C. The nmr spectrum was...